This data is from the Open Reaction Database (ORD), a public repository of structured organic reaction records. The task is: describe an organic reaction: reactants, conditions, products, and yield Reactants: IC1=CC=C(C=C1)C(C#N)CC=O (2-(4iodophenyl)-4oxobutyronitrile), CNC (dimethylamine), [BH-](OC(=O)C)(OC(=O)C)OC(=O)C.[Na+] (Na(OAc)3BH). Solvent: C(CCl)Cl (ClCH2CH2Cl). Conditions: time 1 hour. Product: CN(CCC(C#N)C1=CC=C(C=C1)I)C (4dimethylamino-2-(4iodophenyl)-butyronitrile). Reaction SMILES: [I:1][C:2]1[CH:7]=[CH:6][C:5]([CH:8]([CH2:11][CH:12]=O)[C:9]#[N:10])=[CH:4][CH:3]=1.[CH3:14][NH:15][CH3:16].[BH-](OC(C)=O)(OC(C)=O)OC(C)=O.[Na+]>C(Cl)CCl>[CH3:14][N:15]([CH3:16])[CH2:12][CH2:11][CH:8]([C:5]1[CH:6]=[CH:7][C:2]([I:1])=[CH:3][CH:4]=1)[C:9]#[N:10] |f:2.3|. Procedure: To a solution of 2-(4iodophenyl)-4oxobutyronitrile (2.03 g, 7.1 mmol) in ClCH2CH2Cl (50 mL) was added dimethylamine (14.3 mL, 2M in THF, 28.6 mmol, 4 eq) and the mixture was left stirring at room temperature for 1 h. Na(OAc)3BH (6.04 g, 28.6 mmol, 4 eq) was added and the mixture was stirred at room temperature for 16 h. The reaction was quenched by adding aqueous saturated NaHCO3 (50 mL) and the mixture was extracted with EtOAc (50 mL×3). The organic layer was washed with saturated aqueous NaCl,... Reactants: [Cl-].C(C(C)(C)C)[Zn+] (neopentyl zinc chloride), FC=1C=C(C[C@@H]([C@@H](CN[C@H]2CCOC3=CC=C(C=C23)I)O)NC(OC(C)(C)C)=O)C=C(C1)F (tert-butyl (1S,2R)-1-(3,5-difluorobenzyl)-2-hydroxy-3-{[(4S)-6-iodo-3,4-dihydro-2H-chromen-4-yl]amino}propylcarbamate). The reagents and catalysts are C1=CC=C(C=C1)P([C-]2C=CC=C2)C3=CC=CC=C3.C1=CC=C(C=C1)P([C-]2C=CC=C2)C3=CC=CC=C3.Cl[Pd]Cl.[Fe+2] (Pd(dppf)Cl2). Run in C(Cl)Cl (CH2Cl2), C1CCOC1 (THF). Conditions: time 12 hour. Product: FC=1C=C(C[C@@H]([C@@H](CN[C@H]2CCOC3=CC=C(C=C23)CC(C)(C)C)O)NC(OC(C)(C)C)=O)C=C(C1)F (tert-butyl (1S,2R)-1-(3,5-difluorobenzyl)-2-hydroxy-3-{[(4S)-6-neopentyl-3,4-dihydro-2H-chromen-4-yl]amino}propylcarbamate). As a reaction SMILES: [Cl-].[CH2:2]([Zn+])[C:3]([CH3:6])([CH3:5])[CH3:4].[F:8][C:9]1[CH:10]=[C:11]([CH:37]=[C:38]([F:40])[CH:39]=1)[CH2:12][C@H:13]([NH:29][C:30](=[O:36])[O:31][C:32]([CH3:35])([CH3:34])[CH3:33])[C@H:14]([OH:28])[CH2:15][NH:16][C@@H:17]1[C:26]2[C:21](=[CH:22][CH:23]=[C:24](I)[CH:25]=2)[O:20][CH2:19][CH2:18]1>C1COCC1.C(Cl)Cl.C1C=CC(P(C2C=CC=CC=2)[C-]2C=CC=C2)=CC=1.C1C=CC(P(C2C=CC=CC=2)[C-]2C=CC=C2)=CC=1.Cl[Pd]Cl.[Fe+2]>[F:8][C:9]1[CH:10]=[C:11]([CH:37]=[C:38]([F:40])[CH:39]=1)[CH2:12][C@H:13]([NH:29][C:30](=[O:36])[O:31][C:32]([CH3:34])([CH3:35])[CH3:33])[C@H:14]([OH:28])[CH2:15][NH:16][C@@H:17]1[C:26]2[C:21](=[CH:22][CH:23]=[C:24]([CH2:2][C:3]([CH3:6])([CH3:5])[CH3:4])[CH:25]=2)[O:20][CH2:19][CH2:18]1 |f:0.1,5.6.7.8|. Procedure: To neopentyl zinc chloride (prepared as previously described) (51 ml, 11 mmol, 0.2 M in THF) under a nitrogen atmosphere at r.t. was added tert-butyl (1S,2R)-1-(3,5-difluorobenzyl)-2-hydroxy-3-{[(4S)-6-iodo-3,4-dihydro-2H-chromen-4-yl]amino}propylcarbamate (1.3 g, 2.2 mmol) and Pd(dppf)Cl2 (0.09 g, 0.1 mmol) as solids. The reaction mixture was stirred at r.t. for 12 h and then heated to 50° C. for 8 h. The reaction was cooled to r.t. then quenched with 20 ml of aqueous NH4Cl and extracted with E... Reactants: [Si](C)(C)(C(C)(C)C)OC[C@H]1O[C@H]([C@H]2[C@@H]1OC(O2)(C)C)N2C1=NC=NC(=C1N=C2)CCOC (9-[(3aR,4R,6R,6aR)-6-({[tert-butyl(dimethyl)silyl]oxy}methyl)-2,2-dimethyltetrahydrofuro[3,4-d][1,3]dioxol-4-yl]-6-(2-methoxyethyl)-9H-purine), F (hydrofluoric acid). The reagents and catalysts are N1=CC=CC=C1 (pyridine). Run in C1CCOC1.N1=CC=CC=C1 (THF pyridine). Conditions: time 8 hour. Product: COCCC1=C2N=CN(C2=NC=N1)[C@@H]1O[C@@H]([C@@H]2[C@H]1OC(O2)(C)C)CO ({(3aR,4R,6R,6aR)-6-[6-(2-methoxyethyl)-9H-purin-9-yl]-2,2-dimethyltetrahydrofuro[3,4-d][1,3]dioxol-4-yl}methanol). The yield is 70.4%. Reaction SMILES: [Si]([O:8][CH2:9][C@@H:10]1[C@H:14]2[O:15][C:16]([CH3:19])([CH3:18])[O:17][C@H:13]2[C@H:12]([N:20]2[CH:28]=[N:27][C:26]3[C:21]2=[N:22][CH:23]=[N:24][C:25]=3[CH2:29][CH2:30][O:31][CH3:32])[O:11]1)(C(C)(C)C)(C)C.F>C1COCC1.N1C=CC=CC=1.N1C=CC=CC=1>[CH3:32][O:31][CH2:30][CH2:29][C:25]1[N:24]=[CH:23][N:22]=[C:21]2[C:26]=1[N:27]=[CH:28][N:20]2[C@H:12]1[C@@H:13]2[O:17][C:16]([CH3:18])([CH3:19])[O:15][C@@H:14]2[C@@H:10]([CH2:9][OH:8])[O:11]1 |f:2.3|. Procedure: To a solution of 9-[(3aR,4R,6R,6aR)-6-({[tert-butyl(dimethyl)silyl]oxy}methyl)-2,2-dimethyltetrahydrofuro[3,4-d][1,3]dioxol-4-yl]-6-(2-methoxyethyl)-9H-purine (70 mg, 0.15 mmol) in THF/pyridine (1.5 mL, 1:1) was added hydrofluoric acid in pyridine (15 drops). The reaction was stirred overnight, quenched with saturated aq NaHCO3, extracted with EtOAc, dried (Na2SO4), filtered and concentrated. The residue was purified by flash chromatography (0 to 50% DCM/EtOAc to furnish 37 mg (70%) of the title... The reactants are ClC(C(=O)OC)C(CC(CCC1=CC(=C(C=C1)OC(C)C)F)(O)C1CCCC1)=O (methyl 2-chloro-5-cyclopentyl-7-(3-fluoro-4-isopropoxyphenyl)-5-hydroxy-3-oxoheptanoate), CCCC[Sn](CCCC)(O[Sn](CCCC)(CCCC)Cl)Cl (bis(dibutylchlorotin)oxide). The solvent is C1(=CC=CC=C1)C (toluene). Product: ClC=1C(OC(CC1O)(CCC1=CC(=C(C=C1)OC(C)C)F)C1CCCC1)=O (3-chloro-6-cyclopentyl-6-[2-(3-fluoro-4-isopropoxyphenyl)ethyl]-4-hydroxy-5,6-dihydro-2H-pyran-2-one). The yield is 49.2%. As a reaction SMILES: [Cl:1][CH:2]([C:7](=[O:29])[CH2:8][C:9]([CH:24]1[CH2:28][CH2:27][CH2:26][CH2:25]1)(O)[CH2:10][CH2:11][C:12]1[CH:17]=[CH:16][C:15]([O:18][CH:19]([CH3:21])[CH3:20])=[C:14]([F:22])[CH:13]=1)[C:3]([O:5]C)=[O:4].CCCC[Sn](Cl)(O[Sn](Cl)(CCCC)CCCC)CCCC>C1(C)C=CC=CC=1>[Cl:1][C:2]1[C:3](=[O:4])[O:5][C:9]([CH:24]2[CH2:25][CH2:26][CH2:27][CH2:28]2)([CH2:10][CH2:11][C:12]2[CH:17]=[CH:16][C:15]([O:18][CH:19]([CH3:21])[CH3:20])=[C:14]([F:22])[CH:13]=2)[CH2:8][C:7]=1[OH:29]. Procedure details: A solution of methyl 2-chloro-5-cyclopentyl-7-(3-fluoro-4-isopropoxyphenyl)-5-hydroxy-3-oxoheptanoate (1.74 g, 4.1 mmol), and bis(dibutylchlorotin)oxide (1.38 g, 2.5 mmol), dissolved in toluene (20 mL) were heated at reflux for 30 mins. The resulting mixture was concentrated and purified by silica gel chromatography to give the title compound (0.80 g, 50% yield, two Steps). Reactants: Cl.CN1N=CC(=C1)C=1C=C2C(CC3(CCNCC3)OC2=CC1)=O (6-(1-methyl-1H-pyrazol-4-yl)spiro[chroman-2,4′-piperidin]-4-one hydrochloride), C(C)OC1=C(C(=CC(=C1)C(=O)O)OCC)C1=CC(=C(C=C1)F)C(=O)OC (2,6-diethoxy-4′-fluoro-3′-(methoxycarbonyl)biphenyl-4-carboxylic acid). Product: C(C)OC1=C(C(=CC(=C1)C(=O)N1CCC2(CC1)OC1=CC=C(C=C1C(C2)=O)C=2C=NN(C2)C)OCC)C2=CC(=C(C=C2)F)C(=O)OC (Methyl 2′,6′-diethoxy-4-fluoro-4′-{[6-(1-methyl-1H-pyrazol-4-yl)-4-oxospiro[chroman-2,4′-piperidin]-1′-yl]carbonyl}biphenyl-3-carboxylate). RXN SMILES: Cl.[CH3:2][N:3]1[CH:7]=[C:6]([C:8]2[CH:9]=[C:10]3[C:20](=[CH:21][CH:22]=2)[O:19][C:13]2([CH2:18][CH2:17][NH:16][CH2:15][CH2:14]2)[CH2:12][C:11]3=[O:23])[CH:5]=[N:4]1.[CH2:24]([O:26][C:27]1[CH:32]=[C:31]([C:33](O)=[O:34])[CH:30]=[C:29]([O:36][CH2:37][CH3:38])[C:28]=1[C:39]1[CH:44]=[CH:43][C:42]([F:45])=[C:41]([C:46]([O:48][CH3:49])=[O:47])[CH:40]=1)[CH3:25]>>[CH2:24]([O:26][C:27]1[CH:32]=[C:31]([C:33]([N:16]2[CH2:15][CH2:14][C:13]3([CH2:12][C:11](=[O:23])[C:10]4[C:20](=[CH:21][CH:22]=[C:8]([C:6]5[CH:5]=[N:4][N:3]([CH3:2])[CH:7]=5)[CH:9]=4)[O:19]3)[CH2:18][CH2:17]2)=[O:34])[CH:30]=[C:29]([O:36][CH2:37][CH3:38])[C:28]=1[C:39]1[CH:44]=[CH:43][C:42]([F:45])=[C:41]([C:46]([O:48][CH3:49])=[O:47])[CH:40]=1)[CH3:25] |f:0.1|. Procedure: In the same manner as in Reference Example 3-1, the intended compound was obtained as a colorless solid using 6-(1-methyl-1H-pyrazol-4-yl)spiro[chroman-2,4′-piperidin]-4-one hydrochloride and 2,6-diethoxy-4′-fluoro-3′-(methoxycarbonyl)biphenyl-4-carboxylic acid. Product: C(C)OC(C(C(C)OCC)C)OCC (1,1,3-triethoxy-2-methyl-butane). Reactants: ( 1 ), C(C)OC(C)OCC (acetaldehyde diethyl acetal), C(C)OC=CC (ethyl-(1-propenyl)-ether), CC(C=O)=CC=CC=C(C=O)C (2,7-dimethyl-2,4,6-octatriene-1,8-dialdehyde). As a reaction SMILES: [CH3:1]C(=CC=CC=C(C)C=O)C=O.[CH2:13]([O:15][CH:16]([O:18][CH2:19][CH3:20])[CH3:17])[CH3:14].[CH2:21]([O:23][CH:24]=[CH:25]C)[CH3:22]>>[CH2:13]([O:15][CH:16]([O:18][CH2:19][CH3:20])[CH:17]([CH3:1])[CH:21]([O:23][CH2:24][CH3:25])[CH3:22])[CH3:14]. Procedure details: According to the present invention, a method for synthesizing 2,7-dimethyl-2,4,6-octatriene-1,8-dialdehyde comprises the following steps: (1) adding acetaldehyde diethyl acetal (abbreviation: acetal) and ethyl-(1-propenyl)-ether under effects of a catalyst at a temperature of −10° C.˜0° C. to produce 1,1,3-triethoxy-2-methyl-butane; wherein the catalyst is ferric chloride or aluminum chloride; acetaldehyde diethyl acetal is prepared by the Chinese Patent No. ZL97115390.6 of Hoffmann-La Roche Ltd...